This data is from the Open Reaction Database (ORD), a public repository of structured organic reaction records. The task is: describe an organic reaction: reactants, conditions, products, and yield Reactants: ClC1=CC=C(COC2=CC(NC=C2)=O)C=C1 (4-((4-chlorobenzyl)oxy)pyridin-2(1H)-one), BrC=1C=CC2=C(N(C(=N2)C(CC)=O)C)C1 (1-(6-bromo-1-methyl-1H-benzo[d]imidazol-2-yl)propan-1-one), CNCCNC (N,N′-dimethylethylenediamine), C([O-])([O-])=O.[K+].[K+] (potassium carbonate). Reagents/catalysts: [Cu]I (CuI). Run in CS(=O)C (DMSO). Conditions: temperature 150 celsius, time 30 minute. The product is ClC1=CC=C(COC2=CC(N(C=C2)C=2C=CC3=C(N(C(=N3)C(CC)=O)C)C2)=O)C=C1 (4-((4-Chlorobenzyl)oxy)-1-(1-methyl-2-propanoyl-1H-benzimidazol-6-yl)pyridin-2(1H)-one). Yield: 3.4%. RXN SMILES: [Cl:1][C:2]1[CH:16]=[CH:15][C:5]([CH2:6][O:7][C:8]2[CH:13]=[CH:12][NH:11][C:10](=[O:14])[CH:9]=2)=[CH:4][CH:3]=1.Br[C:18]1[CH:19]=[CH:20][C:21]2[N:25]=[C:24]([C:26](=[O:29])[CH2:27][CH3:28])[N:23]([CH3:30])[C:22]=2[CH:31]=1.CNCCNC.C(=O)([O-])[O-].[K+].[K+]>CS(C)=O.[Cu]I>[Cl:1][C:2]1[CH:16]=[CH:15][C:5]([CH2:6][O:7][C:8]2[CH:13]=[CH:12][N:11]([C:18]3[CH:19]=[CH:20][C:21]4[N:25]=[C:24]([C:26](=[O:29])[CH2:27][CH3:28])[N:23]([CH3:30])[C:22]=4[CH:31]=3)[C:10](=[O:14])[CH:9]=2)=[CH:4][CH:3]=1 |f:3.4.5|. Reported procedure: A mixture of 4-((4-chlorobenzyl)oxy)pyridin-2(1H)-one (100 mg), 1-(6-bromo-1-methyl-1H-benzo[d]imidazol-2-yl)propan-1-one (170 mg), N,N′-dimethylethylenediamine (0.046 ml), CuI (81 mg) and potassium carbonate (176 mg) in DMSO (3 ml) was stirred at 150° C. for 30 min under N2 atmosphere. The mixture was purified by NH silica gel column chromatography (hexane/EtOAc), followed by recrystallization from IPA to give the title compound (6.1 mg) as a pale yellow solid. Reactants: COC1=CC=C(C=C1)N1CCNCC1 (N-(4-methoxyphenyl)-piperazine), COC=1C=C(CCl)C=C(C1OC)OC (3,4,5-trimethoxybenzyl chloride), C(=O)([O-])[O-].[K+].[K+] (K2CO3). The product is Cl.Cl.COC=1C=C(CN2CCN(CC2)C2=CC=C(C=C2)OC)C=C(C1OC)OC (N-(3,4,5-trimethoxy-benzyl)-N'-(4-methoxyphenyl)-piperazine dihydrochloride). The yield is 101.1%. Reaction SMILES: [CH3:1][O:2][C:3]1[CH:8]=[CH:7][C:6]([N:9]2[CH2:14][CH2:13][NH:12][CH2:11][CH2:10]2)=[CH:5][CH:4]=1.[CH3:15][O:16][C:17]1[CH:18]=[C:19]([CH:22]=[C:23]([O:27][CH3:28])[C:24]=1[O:25][CH3:26])[CH2:20][Cl:21].C([O-])([O-])=O.[K+].[K+]>>[ClH:21].[ClH:21].[CH3:28][O:27][C:23]1[CH:22]=[C:19]([CH:18]=[C:17]([O:16][CH3:15])[C:24]=1[O:25][CH3:26])[CH2:20][N:12]1[CH2:13][CH2:14][N:9]([C:6]2[CH:5]=[CH:4][C:3]([O:2][CH3:1])=[CH:8][CH:7]=2)[CH2:10][CH2:11]1 |f:2.3.4,5.6.7|. Reported procedure: 3.85 g of N-(4-methoxyphenyl)-piperazine, 4.33 g of 3,4,5-trimethoxybenzyl chloride and 3.5 g of K2CO3 are reacted and processed according to example 2. 4.5 g of N-(3,4,5-trimethoxy-benzyl)-N'-(4-methoxyphenyl)-piperazine dihydrochloride is obtained. The reactants are C1CCOC1, CCO, COC(=O)c1cc(N(CC2CC2)C2CCCCC2)ncn1, [Li+], [OH-], O, O. The product is O=C(O)c1cc(N(CC2CC2)C2CCCCC2)ncn1. RXN SMILES: [CH2:25]1[O:26][CH2:27][CH2:28][CH2:29]1.[CH3:30][CH2:31][OH:32].[CH:1]1([N:7]([c:8]2[cH:9][c:10]([C:14](=[O:15])[O:16][CH3:17])[n:11][cH:12][n:13]2)[CH2:18][CH:19]2[CH2:20][CH2:21]2)[CH2:2][CH2:3][CH2:4][CH2:5][CH2:6]1.[Li+:24].[OH-:23].[OH2:22].[OH2:33]>>[CH:1]1([N:7]([c:8]2[cH:9][c:10]([C:14](=[O:15])[OH:16])[n:11][cH:12][n:13]2)[CH2:18][CH:19]2[CH2:20][CH2:21]2)[CH2:2][CH2:3][CH2:4][CH2:5][CH2:6]1. Reactants: C(C1=CC=CC=C1)N1N=C(C(=C1)C(=O)OCC)OCC=1C=NC(=CC1)OCC=1N=C(OC1C)C=1OC=CC1 (ethyl 1-benzyl-3-[(6-{[2-(2-furyl)-5-methyl-1,3-oxazol-4-yl]methoxy}-3-pyridinyl)methoxy]-1H-pyrazole-4-carboxylate), O1CCCC1 (tetrahydrofuran), [OH-].[Na+] (sodium hydroxide), Cl (hydrochloric acid). Solvent: C(C)O (ethanol), O (water). Product: C(C1=CC=CC=C1)N1N=C(C(=C1)C(=O)O)OCC=1C=NC(=CC1)OCC=1N=C(OC1C)C=1OC=CC1 (1-benzyl-3-[(6-{[2-(2-furyl)-5-methyl-1,3-oxazol-4-yl]methoxy}-3-pyridinyl)methoxy]-1H-pyrazole-4-carboxylic acid). The yield is 93.7%. Reaction SMILES: [CH2:1]([N:8]1[CH:12]=[C:11]([C:13]([O:15]CC)=[O:14])[C:10]([O:18][CH2:19][C:20]2[CH:21]=[N:22][C:23]([O:26][CH2:27][C:28]3[N:29]=[C:30]([C:34]4[O:35][CH:36]=[CH:37][CH:38]=4)[O:31][C:32]=3[CH3:33])=[CH:24][CH:25]=2)=[N:9]1)[C:2]1[CH:7]=[CH:6][CH:5]=[CH:4][CH:3]=1.O1CCCC1.[OH-].[Na+].Cl>O.C(O)C>[CH2:1]([N:8]1[CH:12]=[C:11]([C:13]([OH:15])=[O:14])[C:10]([O:18][CH2:19][C:20]2[CH:21]=[N:22][C:23]([O:26][CH2:27][C:28]3[N:29]=[C:30]([C:34]4[O:35][CH:36]=[CH:37][CH:38]=4)[O:31][C:32]=3[CH3:33])=[CH:24][CH:25]=2)=[N:9]1)[C:2]1[CH:7]=[CH:6][CH:5]=[CH:4][CH:3]=1 |f:2.3|. Reported procedure: To a mixture of ethyl 1-benzyl-3-[(6-{[2-(2-furyl)-5-methyl-1,3-oxazol-4-yl]methoxy}-3-pyridinyl)methoxy]-1H-pyrazole-4-carboxylate (0.35 g), tetrahydrofuran (3 mL) and ethanol (3 mL) was added 1N aqueous sodium hydroxide solution (3 mL), and the mixture was heated under reflux for 2 hrs. The reaction mixture was neutralized by adding 1N hydrochloric acid and water, and the mixture was extracted with ethyl acetate. The ethyl acetate layer was washed with saturated brine, dried over anhydrous mag... Starting materials: [Na+].[Cl-] (NaCl), sulphates, C([O-])([O-])=O.[Ba+2] (Barium carbonate), S(=O)(=O)([O-])[O-].[Na+].[Na+] (sodium sulphate), C([O-])([O-])=O.[Ba+2] (barium carbonate). Run in O (water). Product: C(=O)([O-])[O-].[Na+].[Na+] (Na2CO3), [O-]S(=O)(=O)[O-].[Ba+2] (BaSO4). As a reaction SMILES: [Na+:1].[Cl-].[C:3](=[O:6])([O-:5])[O-:4].[Ba+2:7].[S:8]([O-:12])([O-:11])(=[O:10])=[O:9].[Na+].[Na+]>O>[C:3]([O-:6])([O-:5])=[O:4].[Na+:1].[Na+:1].[O-:11][S:8]([O-:12])(=[O:10])=[O:9].[Ba+2:7] |f:0.1,2.3,4.5.6,8.9.10,11.12|. Procedure: Primary Treatment: The recrystallized NaCl prepared in step 1 was again dissolved in the de-ionized water and to it was added calculated amount of barium carbonate in equal molar ratio slight excess than the amount of sulphates present (which was first tested). Barium carbonate reacts with sodium sulphate to form Na2CO3 and BaSO4. BaSO4 is water insoluble and hence precipitated out. The mixture was heated after the addition of barium carbonate for 15 minutes at 80° C. RXN SMILES: Br[C:2]1[N:6]2[CH:7]=[CH:8][N:9]=[C:10]([NH:11][CH2:12][CH2:13][OH:14])[C:5]2=[N:4][CH:3]=1.CS[C:17]1[N:22]=[C:21]([Sn](CCCC)(CCCC)CCCC)[CH:20]=[CH:19][N:18]=1.[NH2:36][C:37]1[CH:42]=[CH:41][CH:40]=[CH:39][CH:38]=1>>[C:37]1([NH:36][C:17]2[N:18]=[C:19]([C:2]3[N:6]4[CH:7]=[CH:8][N:9]=[C:10]([NH:11][CH2:12][CH2:13][OH:14])[C:5]4=[N:4][CH:3]=3)[CH:20]=[CH:21][N:22]=2)[CH:42]=[CH:41][CH:40]=[CH:39][CH:38]=1. Procedure: 2-[3-(2-Phenylamino-pyrimidin-4-yl)-imidazo[1,2-a]pyrazin-8-ylamino]-ethanol was prepared by a process analogous to that described in Example 12 starting from 2-(3-bromo-imidazo[1,2-a]pyrazin-8-ylamino)-ethanol (from Example 2 supra), 2-methylsulfanyl-4-tributylstannanyl-pyrimidine, and aniline. LC-MS: [M+H]+ 348.3. Reactants: BrC1=CN=C2N1C=CN=C2NCCO (2-(3-bromo-imidazo[1,2-a]pyrazin-8-ylamino)-ethanol), CSC1=NC=CC(=N1)[Sn](CCCC)(CCCC)CCCC (2-methylsulfanyl-4-tributylstannanyl-pyrimidine), NC1=CC=CC=C1 (aniline). Yields the product C1(=CC=CC=C1)NC1=NC=CC(=N1)C1=CN=C2N1C=CN=C2NCCO (2-[3-(2-Phenylamino-pyrimidin-4-yl)-imidazo[1,2-a]pyrazin-8-ylamino]-ethanol). Starting materials: BrC=1C(=C2C(=NC1)NC(=N2)C2=CC=C(C=C2)N(C)C)N2CCN(CC2)C(=O)NC2=CC=CC=C2 (4-(6-bromo-2-(4-(dimethylamino)phenyl)-3H-imidazo[4,5-b]pyridin-7-yl)-N-phenylpiperazine-1-carboxamide), CN(C)C1=CC=C(C=O)C=C1 (4-(N,N-dimethylamino)benzaldehyde), BrC=1C(=C(C(=NC1)N)[N+](=O)[O-])N1CCN(CC1)C(C)C1=NC=CC=C1 (5-bromo-3-nitro-4-(4-(1-(pyridin-2-yl)ethyl)piperazin-1-yl)pyridin-2-amine), [O-]S(=O)S(=O)[O-].[Na+].[Na+] (Na2S2O4). Run in CN(C)C=O (DMF). Conditions: time 16 hour. Yields the product BrC=1C(=C2C(=NC1)NC(=N2)C2=CC=C(N(C)C)C=C2)N2CCN(CC2)C(C)C2=NC=CC=C2 (4-(6-Bromo-7-(4-(1-(pyridin-2-yl)ethyl)piperazin-1-yl)-3H-imidazo[4,5-b]pyridin-2-yl)-N,N-dimethylaniline). The yield is 49.0%. As a reaction SMILES: [Br:1][C:2]1[C:3]([N:20]2[CH2:25][CH2:24][N:23](C(NC3C=CC=CC=3)=O)[CH2:22][CH2:21]2)=[C:4]2[N:10]=[C:9]([C:11]3[CH:16]=[CH:15][C:14]([N:17]([CH3:19])[CH3:18])=[CH:13][CH:12]=3)[NH:8][C:5]2=[N:6][CH:7]=1.BrC1C(N2CCN([CH:52]([C:54]3[CH:59]=[CH:58][CH:57]=[CH:56][N:55]=3)[CH3:53])CC2)=C([N+]([O-])=O)C(N)=NC=1.[O-]S(S([O-])=O)=O.[Na+].[Na+].CN(C1C=CC(C=O)=CC=1)C>CN(C=O)C>[Br:1][C:2]1[C:3]([N:20]2[CH2:21][CH2:22][N:23]([CH:52]([C:54]3[CH:59]=[CH:58][CH:57]=[CH:56][N:55]=3)[CH3:53])[CH2:24][CH2:25]2)=[C:4]2[N:10]=[C:9]([C:11]3[CH:12]=[CH:13][C:14]([N:17]([CH3:18])[CH3:19])=[CH:15][CH:16]=3)[NH:8][C:5]2=[N:6][CH:7]=1 |f:2.3.4|. Procedure details: This was prepared using the same procedure as for 4-(6-bromo-2-(4-(dimethylamino)phenyl)-3H-imidazo[4,5-b]pyridin-7-yl)-N-phenylpiperazine-1-carboxamide, but here using 5-bromo-3-nitro-4-(4-(1-(pyridin-2-yl)ethyl)piperazin-1-yl)pyridin-2-amine (100 mg, 0.24 mmol), DMF (1.5 mL), 1M Na2S2O4 (3 eq, 0.74 mmol, 0.74 mL) and 4-(N,N-dimethylamino)benzaldehyde (1.05 eq, 0.26 mmol, 38 mg). After 16 h, filtration of the precipitate, washing with cold water (1 mL) and trituration with Et2O gave the product...